Dataset: the Open Reaction Database (ORD), a public repository of structured organic reaction records. Task: describe an organic reaction: reactants, conditions, products, and yield The reactants are 34, CC1=C(C=C(C=C1)C(CCC)=O)[N+](=O)[O-] (1-(4-methyl-3-nitrophenyl)1-butanone), CC(C)O (2-propanol), Cl (hydrochloric acid), [H][H] (hydrogen). The reagents and catalysts are [Pd] (palladium-on-charcoal). The solvent is CO (methanol). The product is 25.5, C(CCC)C=1C=CC(=C(C1)N)C (5-butyl-2-methylbenzenamine). Reaction SMILES: [CH3:1][C:2]1[CH:7]=[CH:6][C:5]([C:8](=O)[CH2:9][CH2:10][CH3:11])=[CH:4][C:3]=1[N+:13]([O-])=O.CC(O)C.Cl.[H][H]>[Pd].CO>[CH2:8]([C:5]1[CH:6]=[CH:7][C:2]([CH3:1])=[C:3]([NH2:13])[CH:4]=1)[CH2:9][CH2:10][CH3:11]. Procedure: A mixture of 34 parts of 1-(4-methyl-3-nitrophenyl)1-butanone, 24 parts of 2-propanol saturated with hydrochloric acid and 400 parts of methanol is hydrogenated at normal pressure and at room temperature with 5 parts of palladium-on-charcoal catalyst 10%. After the calculated amount of hydrogen is taken up, the catalyst is filtered off and the filtrate is evaporated. Water is added to the residue and the whole is alkalized with ammonium hydroxide. The product is extracted with 2,2'-oxybispropane... The product is COC([C@H](CCO)N1CC(N(CCC1=O)C1=CC(=C(C=C1)Cl)Cl)C)=O ((S)-2-[4-(3,4-Dichloro-phenyl)-3-methyl-7-oxo-[1,4]diazepan-1-yl]-4-hydroxy-butyric acid methyl ester). Procedure details: In analogy to the procedure described in example 1H, (S)-4-benzyloxy-2-[4-(3,4-dichloro-phenyl)-3-methyl-7-oxo-[1,4]diazepan-1-yl]-butyric acid methyl ester and boron tribromide (after warming up the reaction to maximum to −5° C.) gave after precipitation CH2Cl2/n-pentane 78% of the title compound as a 71:29 mixture of the (R) and (S) diastereomers. Off-white foam, MS: 447.0 (M+OAc−, 2Cl). As a reaction SMILES: [CH3:1][O:2][C:3](=[O:32])[C@@H:4]([N:15]1[C:21](=[O:22])[CH2:20][CH2:19][N:18]([C:23]2[CH:28]=[CH:27][C:26]([Cl:29])=[C:25]([Cl:30])[CH:24]=2)[CH:17]([CH3:31])[CH2:16]1)[CH2:5][CH2:6][O:7]CC1C=CC=CC=1.B(Br)(Br)Br>>[CH3:1][O:2][C:3](=[O:32])[C@@H:4]([N:15]1[C:21](=[O:22])[CH2:20][CH2:19][N:18]([C:23]2[CH:28]=[CH:27][C:26]([Cl:29])=[C:25]([Cl:30])[CH:24]=2)[CH:17]([CH3:31])[CH2:16]1)[CH2:5][CH2:6][OH:7]. The reactants are COC([C@H](CCOCC1=CC=CC=C1)N1CC(N(CCC1=O)C1=CC(=C(C=C1)Cl)Cl)C)=O ((S)-4-benzyloxy-2-[4-(3,4-dichloro-phenyl)-3-methyl-7-oxo-[1,4]diazepan-1-yl]-butyric acid methyl ester), B(Br)(Br)Br (boron tribromide). Starting materials: C(CCC)OC1=CC=C(C=O)C=C1 (4-butoxybenzaldehyde), CC(=O)C1=CC(=C(C(=C1)OC)OC)OC (3,4,5-trimethoxyacetophenone), [OH-].[Na+] (sodium hydroxide). Procedure: To a stirred solution of 4-butoxybenzaldehyde (1.64 ml, 9.5 mmol) and 3,4,5-trimethoxyacetophenone (2.0 g, 9.5 mmol) in methanol (30 ml) was added 50% w/v of aqueous sodium hydroxide (7.6 ml, 0.095 mol). The reaction was stirred for 24 h at room temperature. A precipitate was isolated by filtration, washed with pet:ether and subsequently recrystallised from ethanol to give 3.0 g (85%) of a pale yellow powder. 1H-NMR (CDCl3) δ 7.8 (d, 1H), 7.6 (d, 2H), 7.4 (d, 1H), 7.25 (d, 2H), 7.0 (d, 2H), 4.05... Product: C(CCC)OC1=CC=C(C=C1)\C=C\C(=O)C1=CC(=C(C(=C1)OC)OC)OC ((E)-1-(4-butoxyphenyl)-3-(3,4,5-trimethoxyphenyl)prop-1-en-3-one). Isolated yield 85.2%. Reaction SMILES: [CH2:1]([O:5][C:6]1[CH:13]=[CH:12][C:9]([CH:10]=O)=[CH:8][CH:7]=1)[CH2:2][CH2:3][CH3:4].[CH3:14][C:15]([C:17]1[CH:22]=[C:21]([O:23][CH3:24])[C:20]([O:25][CH3:26])=[C:19]([O:27][CH3:28])[CH:18]=1)=[O:16].[OH-].[Na+]>CO>[CH2:1]([O:5][C:6]1[CH:13]=[CH:12][C:9](/[CH:10]=[CH:14]/[C:15]([C:17]2[CH:18]=[C:19]([O:27][CH3:28])[C:20]([O:25][CH3:26])=[C:21]([O:23][CH3:24])[CH:22]=2)=[O:16])=[CH:8][CH:7]=1)[CH2:2][CH2:3][CH3:4] |f:2.3|. The solvent is CO (methanol). Reaction conditions: time 24 hour. The reactants are C1(=CC=CC=C1)O (phenol), C(C1=CC=CC=C1)OCCBr (benzyl-(2-bromoethyl)ether), OCC\C(=C(\C1=CC=CC=C1)/C1=CC=C(C=C1)O)\C1=CC=CC=C1 (E-4-(4-hydroxy-1,2-diphenyl-but-1-enyl)-phenol). The product is C(C1=CC=CC=C1)OCCOC1=CC=C(C=C1)/C(=C(\CCO)/C1=CC=CC=C1)/C1=CC=CC=C1 (E-4-[4-(2-benzyloxyethoxy)phenyl]-3,4-diphenyl-but-3-en-1-ol). Reaction SMILES: C1(O)C=CC=CC=1.[CH2:8]([O:15][CH2:16][CH2:17]Br)[C:9]1[CH:14]=[CH:13][CH:12]=[CH:11][CH:10]=1.[OH:19][CH2:20][CH2:21]/[C:22](/[C:37]1[CH:42]=[CH:41][CH:40]=[CH:39][CH:38]=1)=[C:23](\[C:30]1[CH:35]=[CH:34][C:33]([OH:36])=[CH:32][CH:31]=1)/[C:24]1[CH:29]=[CH:28][CH:27]=[CH:26][CH:25]=1>>[CH2:8]([O:15][CH2:16][CH2:17][O:36][C:33]1[CH:32]=[CH:31][C:30](/[C:23](/[C:24]2[CH:25]=[CH:26][CH:27]=[CH:28][CH:29]=2)=[C:22](/[C:37]2[CH:38]=[CH:39][CH:40]=[CH:41][CH:42]=2)\[CH2:21][CH2:20][OH:19])=[CH:35][CH:34]=1)[C:9]1[CH:14]=[CH:13][CH:12]=[CH:11][CH:10]=1. Procedure: The alkylation of the starting phenol with benzyl-(2-bromoethyl)ether was carried out as described in Example 1 of the International Patent Application WO 96/07402 with the exception that now the starting compound was the other geometric isomer, E-4-(4-hydroxy-1,2-diphenyl-but-1-enyl)-phenol which was prepared by the method described in U.S. Pat. No. 4,996,225. The product was extracted to toluene. The toluene phases were combined, washed with water, dried and evaporated to dryness. The residue ... Reactants: [Si](C1=CC=CC=C1)(C1=CC=CC=C1)(C(C)(C)C)OC[C@@H]1[C@H]([C@H](C[C@@H]1F)O)C\C=C/CCCC(=O)OC(C)C ((Z)-isopropyl 7-((1R,2S,3S,5S)-2-((tert-butyldiphenylsilyloxy)methyl)-3-fluoro-5-hydroxycyclopentyl)hept-5-enoate), O1CCCC=C1 (dihydropyran). Reagents/catalysts: C1(=CC=C(C=C1)S(=O)(=O)O)C (p-toluenesulfonic acid). Solvent: C(Cl)Cl (DCM). Conditions: temperature 0 celsius, time 2 hour. Yields the product [Si](C1=CC=CC=C1)(C1=CC=CC=C1)(C(C)(C)C)OC[C@@H]1[C@H]([C@H](C[C@@H]1F)OC1OCCCC1)C\C=C/CCCC(=O)OC(C)C ((Z)-isopropyl 7-((1R,2S,3S,5S)-2-((tert-butyldiphenylsilyloxy)methyl)-3-fluoro-5-(tetrahydro-2H-pyran-2-yloxy)cyclopentyl)hept-5-enoate). Isolated yield 99.1%. As a reaction SMILES: [Si:1]([O:18][CH2:19][C@H:20]1[C@@H:24]([F:25])[CH2:23][C@H:22]([OH:26])[C@@H:21]1[CH2:27]/[CH:28]=[CH:29]\[CH2:30][CH2:31][CH2:32][C:33]([O:35][CH:36]([CH3:38])[CH3:37])=[O:34])([C:14]([CH3:17])([CH3:16])[CH3:15])([C:8]1[CH:13]=[CH:12][CH:11]=[CH:10][CH:9]=1)[C:2]1[CH:7]=[CH:6][CH:5]=[CH:4][CH:3]=1.[O:39]1[CH:44]=[CH:43][CH2:42][CH2:41][CH2:40]1>C(Cl)Cl.C1(C)C=CC(S(O)(=O)=O)=CC=1>[Si:1]([O:18][CH2:19][C@H:20]1[C@@H:24]([F:25])[CH2:23][C@H:22]([O:26][CH:40]2[CH2:41][CH2:42][CH2:43][CH2:44][O:39]2)[C@@H:21]1[CH2:27]/[CH:28]=[CH:29]\[CH2:30][CH2:31][CH2:32][C:33]([O:35][CH:36]([CH3:38])[CH3:37])=[O:34])([C:14]([CH3:15])([CH3:16])[CH3:17])([C:8]1[CH:9]=[CH:10][CH:11]=[CH:12][CH:13]=1)[C:2]1[CH:3]=[CH:4][CH:5]=[CH:6][CH:7]=1. Procedure: To a stirring solution consisting of (Z)-isopropyl 7-((1R,2S,3S,5S)-2-((tert-butyldiphenylsilyloxy)methyl)-3-fluoro-5-hydroxycyclopentyl)hept-5-enoate (prepared in Step D, 28.6 g, 52.8 mmol) in anhydrous DCM (500 mL) was added dihydropyran (6.69 g, 79.3 mmol). The reaction mixture was cooled to 0° C. and p-toluenesulfonic acid (25 mg) was subsequently added and the reaction was stirred for 2 hours at 0° C. The reaction mixture was then allowed to warm to room temperature and stirring was continu... The reactants are O (water), C(CNC(=O)C1=CC=CC=C1)(=O)O (hippuric acid), C([O-])(O)=O.[K+] (potassium bicarbonate), C(C1=CC=CC=C1)=O (benzaldehyde). Solvent: C(C)(=O)OC(C)=O (acetic anhydride). Conditions: temperature 50 celsius, time 1 hour. Yields the product C(C1=CC=CC=C1)=C1N=C(OC1=O)C1=CC=CC=C1 (4-Benzylidene-2-phenyloxazol-5-one). The yield is 49.5%. Reaction SMILES: [C:1]([OH:13])(=[O:12])[CH2:2][NH:3][C:4]([C:6]1[CH:11]=[CH:10][CH:9]=[CH:8][CH:7]=1)=O.C(=O)(O)[O-].[K+].[CH:19](=O)[C:20]1[CH:25]=[CH:24][CH:23]=[CH:22][CH:21]=1.O>C(OC(=O)C)(=O)C>[CH:19](=[C:2]1[C:1](=[O:12])[O:13][C:4]([C:6]2[CH:7]=[CH:8][CH:9]=[CH:10][CH:11]=2)=[N:3]1)[C:20]1[CH:25]=[CH:24][CH:23]=[CH:22][CH:21]=1 |f:1.2|. Procedure details: 1.8 g of hippuric acid and 0.4 g of potassium bicarbonate are dissolved in 4 ml of acetic anhydride, the solution is heated for a few minutes at 50° C. and then cooled to room temperature and 1.49 g of benzaldehyde are added. After 1 hour at room temperature, 20 ml of distilled water are added at 80° C. The solid which precipitates is filtered off, washed with water and ethanol and then dried to give 1.24 g of the expected product in the form of a yellow solid.